This data is from the Open Reaction Database (ORD), a public repository of structured organic reaction records. The task is: describe an organic reaction: reactants, conditions, products, and yield Reactants: CN1C(CC2=CC(=CC=C12)B1OC(C(O1)(C)C)(C)C)=O (1-methyl-5-(4,4,5,5-tetramethyl-[1,3,2]dioxaborolan-2-yl)-1,3-dihydro-indol-2-one), BrC=1C=NC=C(C1)OCC (3-bromo-5-ethoxy-pyridine), P(=O)([O-])([O-])[O-].[K+].[K+].[K+] (tripotassium phosphate), CN(C)C=O (DMF), polystyrene triphenylphosphine palladium (0), PPh3 Pd(0). Reagents/catalysts: C=1C=CC(=CC1)[P](C=2C=CC=CC2)(C=3C=CC=CC3)[Pd]([P](C=4C=CC=CC4)(C=5C=CC=CC5)C=6C=CC=CC6)([P](C=7C=CC=CC7)(C=8C=CC=CC8)C=9C=CC=CC9)[P](C=1C=CC=CC1)(C=1C=CC=CC1)C=1C=CC=CC1 (tetrakis(triphenylphosphine)palladium(0)). The solvent is ClCCl (dichloromethane). Run at temperature 100 celsius. The product is C(C)OC=1C=C(C=NC1)C=1C=C2CC(N(C2=CC1)C)=O (5-(5-ethoxy-pyridin-3-yl)-1-methyl-1,3-dihydro-indol-2-one). Reaction SMILES: [CH3:1][N:2]1[C:10]2[C:5](=[CH:6][C:7](B3OC(C)(C)C(C)(C)O3)=[CH:8][CH:9]=2)[CH2:4][C:3]1=[O:20].Br[C:22]1[CH:23]=[N:24][CH:25]=[C:26]([O:28][CH2:29][CH3:30])[CH:27]=1.P([O-])([O-])([O-])=O.[K+].[K+].[K+].CN(C=O)C>ClCCl.C1C=CC([P]([Pd]([P](C2C=CC=CC=2)(C2C=CC=CC=2)C2C=CC=CC=2)([P](C2C=CC=CC=2)(C2C=CC=CC=2)C2C=CC=CC=2)[P](C2C=CC=CC=2)(C2C=CC=CC=2)C2C=CC=CC=2)(C2C=CC=CC=2)C2C=CC=CC=2)=CC=1>[CH2:29]([O:28][C:26]1[CH:27]=[C:22]([C:7]2[CH:6]=[C:5]3[C:10](=[CH:9][CH:8]=2)[N:2]([CH3:1])[C:3](=[O:20])[CH2:4]3)[CH:23]=[N:24][CH:25]=1)[CH3:30] |f:2.3.4.5,^1:50,52,71,90|. Procedure: To 1-methyl-5-(4,4,5,5-tetramethyl-[1,3,2]dioxaborolan-2-yl)-1,3-dihydro-indol-2-one (137 mg, 0.5 mmol) was added 3-bromo-5-ethoxy-pyridine (CAS#17117-17-8, 112 mg, 0.55 mmol), tripotassium phosphate (266 mg, 1.25 mmol) and DMF (2.5 mL). The reaction mixture was degassed and placed under an argon atmosphere, at which time resin bound tetrakis(triphenylphosphine)palladium(0), specifically polystyrene triphenylphosphine palladium (0) [PS—PPh3-Pd(0) (Biotage), 0.09 mmol/g loading, (300 mg, 0.027 mm... Yield: 27.0%. The reactants are COC(C1=CN=CC=C1NC1=C2C(=NC(=N1)C1=C(C=CC(=C1)Cl)F)ON=C2C)=O (4-[6-(5-Chloro-2-fluoro-phenyl)-3-methyl-isoxazolo[5,4-d]pyrimidin-4-ylamino]-nicotinic acid methyl ester), [OH-].[Na+] (sodium hydroxide), Cl (hydrochloric acid). Procedure: 4-[6-(5-Chloro-2-fluoro-phenyl)-3-methyl-isoxazolo[5,4-d]pyrimidin-4-ylamino]-nicotinic acid methyl ester (525 mg) was suspended in methanol (4 ml) added 1M sodium hydroxide solution (4 ml) and heated to 70° C. for 30 min. Removed methanol under vacuum and acidified solution to pH 4 with 6M hydrochloric acid. Filtered solid, washed with water and oven dried to give 137 mg product. Run at temperature 70 celsius. Run in CO (methanol), CO (methanol). Product: ClC=1C=CC(=C(C1)C1=NC(=C2C(=N1)ON=C2C)NC2=CC=NC=C2C(=O)O)F (4-[6-(5-Chloro-2-fluoro-phenyl)-3-methyl-isoxazolo[5,4-d]pyrimidin-4-ylamino]-nicotinic acid). Reaction SMILES: C[O:2][C:3](=[O:29])[C:4]1[C:9]([NH:10][C:11]2[N:16]=[C:15]([C:17]3[CH:22]=[C:21]([Cl:23])[CH:20]=[CH:19][C:18]=3[F:24])[N:14]=[C:13]3[O:25][N:26]=[C:27]([CH3:28])[C:12]=23)=[CH:8][CH:7]=[N:6][CH:5]=1.[OH-].[Na+].Cl>CO>[Cl:23][C:21]1[CH:20]=[CH:19][C:18]([F:24])=[C:17]([C:15]2[N:14]=[C:13]3[O:25][N:26]=[C:27]([CH3:28])[C:12]3=[C:11]([NH:10][C:9]3[C:4]([C:3]([OH:29])=[O:2])=[CH:5][N:6]=[CH:7][CH:8]=3)[N:16]=2)[CH:22]=1 |f:1.2|. Starting materials: CC(=O)C=1C=CC(=CC1)O (4-hydroxyacetophenone), [H-].[Na+] (sodium hydride), 4-(2,4-dichlorobenzyloxy)-acetophenone, [BH4-].[Na+] (sodium borohydride), N1C=NC=C1.[Na] (sodium imidazole), Cl(=O)(=O)(=O)[O-] (perchlorate), N1C=NC=C1 (imidazole), S(=O)(Cl)Cl (thionyl chloride), [H-].[Na+] (sodium hydride), ClC1=C(CCl)C=CC(=C1)Cl (2,4-dichlorobenzyl chloride), ClC1=C(COC2=CC=C(C(C)O)C=C2)C=CC(=C1)Cl (4-(2,4-dichlorobenzyloxy)-α-methylbenzyl alcohol). Run in CN(C=O)C (dimethylformamide), C(C)O.O1CCOCC1 (ethanol dioxane), C(Cl)Cl.CCOCC (methylene chloride ether). Product: ClC1=C(COC2=CC=C(C=C2)C(C)N2C=NC=C2)C=CC(=C1)Cl ((2,4-Dichlorobenzyl)-{4-[1-(1-imidazolyl)-ethyl]-phenyl}-ether). As a reaction SMILES: CC(C1C=CC(O)=CC=1)=O.[H-].[Na+].ClC1C=C(Cl)C=CC=1CCl.[BH4-].[Na+].[Cl:25][C:26]1[CH:42]=[C:41]([Cl:43])[CH:40]=[CH:39][C:27]=1[CH2:28][O:29][C:30]1[CH:38]=[CH:37][C:33]([CH:34](O)[CH3:35])=[CH:32][CH:31]=1.S(Cl)(Cl)=O.[NH:48]1[CH:52]=[CH:51][N:50]=[CH:49]1.[Na].N1C=CN=C1.Cl([O-])(=O)(=O)=O>C(O)C.O1CCOCC1.C(Cl)Cl.CCOCC.CN(C)C=O>[Cl:25][C:26]1[CH:42]=[C:41]([Cl:43])[CH:40]=[CH:39][C:27]=1[CH2:28][O:29][C:30]1[CH:38]=[CH:37][C:33]([CH:34]([N:48]2[CH:52]=[CH:51][N:50]=[CH:49]2)[CH3:35])=[CH:32][CH:31]=1 |f:1.2,4.5,8.9,12.13,14.15,^1:52|. Reported procedure: 136 g. of 4-hydroxyacetophenone is etherified in 500 ml. of dimethylformamide with 30 g. of sodium hydride oil suspension (80%) and 195 g. of 2,4-dichlorobenzyl chloride analogously to Example 16. The thus-obtained 4-(2,4-dichlorobenzyloxy)-acetophenone (290 g., m.p. 89°-90° ) is reduced in 1 liter of ethanol/dioxane (2 : 1) with 50 g. of sodium borohydride analogously to Example 26, and worked up. Of the thusobtained 4-(2,4-dichlorobenzyloxy)-α-methylbenzyl alcohol (m.p. 61°-64°), 1.7 g. is sti... Starting materials: BrC=1C=NC(=NC1)NCC1CCN(CC1)C(=O)[C@H]1[C@@H](C1)C1=CC=CC=C1 (5-bromo-N-[(1-{[(1R,2R)-2-phenylcyclopropyl]carbonyl}piperidin-4-yl)methyl]pyrimidin-2-amine), C[Si](C)(C)C#C (trimethylsilylacetylene). The reagents and catalysts are C=1C=CC(=CC1)[P](C=2C=CC=CC2)(C=3C=CC=CC3)[Pd]([P](C=4C=CC=CC4)(C=5C=CC=CC5)C=6C=CC=CC6)([P](C=7C=CC=CC7)(C=8C=CC=CC8)C=9C=CC=CC9)[P](C=1C=CC=CC1)(C=1C=CC=CC1)C=1C=CC=CC1 (Pd(PPh3)4), [Cu](I)I (copper iodide). Solvent: CS(=O)C (DMSO), C(C)NCC (diethylamine), C(C)(=O)OCC (ethyl acetate). Reaction conditions: temperature 100 celsius. The product is C1(=CC=CC=C1)[C@H]1[C@@H](C1)C(=O)N1CCC(CC1)CNC1=NC=C(C=N1)C#C[Si](C)(C)C (N-[(1-{[(1R,2R)-2-Phenylcyclopropyl]carbonyl}piperidin-4-yl)methyl]-5-[(trimethylsilyl)ethynyl]pyrimidin-2-amine). As a reaction SMILES: Br[C:2]1[CH:3]=[N:4][C:5]([NH:8][CH2:9][CH:10]2[CH2:15][CH2:14][N:13]([C:16]([C@@H:18]3[CH2:20][C@H:19]3[C:21]3[CH:26]=[CH:25][CH:24]=[CH:23][CH:22]=3)=[O:17])[CH2:12][CH2:11]2)=[N:6][CH:7]=1.[CH3:27][Si:28]([C:31]#[CH:32])([CH3:30])[CH3:29]>CS(C)=O.C(NCC)C.C(OCC)(=O)C.C1C=CC([P]([Pd]([P](C2C=CC=CC=2)(C2C=CC=CC=2)C2C=CC=CC=2)([P](C2C=CC=CC=2)(C2C=CC=CC=2)C2C=CC=CC=2)[P](C2C=CC=CC=2)(C2C=CC=CC=2)C2C=CC=CC=2)(C2C=CC=CC=2)C2C=CC=CC=2)=CC=1.[Cu](I)I>[C:21]1([C@@H:19]2[CH2:20][C@H:18]2[C:16]([N:13]2[CH2:14][CH2:15][CH:10]([CH2:9][NH:8][C:5]3[N:4]=[CH:3][C:2]([C:32]#[C:31][Si:28]([CH3:30])([CH3:29])[CH3:27])=[CH:7][N:6]=3)[CH2:11][CH2:12]2)=[O:17])[CH:26]=[CH:25][CH:24]=[CH:23][CH:22]=1 |^1:51,53,72,91|. Procedure: A mixture of 5-bromo-N-[(1-{[(1R,2R)-2-phenylcyclopropyl]carbonyl}piperidin-4-yl)methyl]pyrimidin-2-amine (EXAMPLE 153) (0.300 g, 0.722 mmol), trimethylsilylacetylene (0.177 g, 1.81 mmol), Pd(PPh3)4 (0.083 g, 0.072 mmol), and copper iodide (0.007 g, 0.036 mmol) in DMSO (1 mL) and diethylamine (1 mL) was heated in a sealed tube at 100° C. for 3 h. The reaction mixture was cooled to RT, diluted with ethyl acetate (50 mL), washed with water (10 mL), and brine (10 mL), then dried over Na2SO4, filter...